This data is from the Open Reaction Database (ORD), a public repository of structured organic reaction records. The task is: describe an organic reaction: reactants, conditions, products, and yield Reactants: COC1(OC)CC(COCc2ccccc2)C1, CC(C)=O, O, O, Cc1ccc(S(=O)(=O)O)cc1. The product is O=C1CC(COCc2ccccc2)C1. Reaction SMILES: [CH3:1][O:2][C:3]1([O:16][CH3:17])[CH2:4][CH:5]([CH2:7][O:8][CH2:9][c:10]2[cH:11][cH:12][cH:13][cH:14][cH:15]2)[CH2:6]1.[CH3:31][C:32]([CH3:33])=[O:34].[OH2:18].[OH2:30].[c:19]1([CH3:20])[cH:21][cH:22][c:23]([S:24]([OH:25])(=[O:26])=[O:27])[cH:28][cH:29]1>>[O:2]=[C:3]1[CH2:4][CH:5]([CH2:7][O:8][CH2:9][c:10]2[cH:11][cH:12][cH:13][cH:14][cH:15]2)[CH2:6]1.